This data is from the Open Reaction Database (ORD), a public repository of structured organic reaction records. The task is: describe an organic reaction: reactants, conditions, products, and yield Starting materials: O=C([O-])[O-], Cn1cnc(S(=O)(=O)Cl)c1, Cl, [K+], [K+], NCCc1ccc(OCC(=O)O)cc1, O. Yields the product Cn1cnc(S(=O)(=O)NCCc2ccc(OCC(=O)O)cc2)c1. As a reaction SMILES: [C:15](=[O:16])([O-:17])[O-:18].[CH3:21][n:22]1[cH:23][n:24][c:25]([S:27](=[O:28])(=[O:29])[Cl:30])[cH:26]1.[ClH:31].[K+:19].[K+:20].[NH2:1][CH2:2][CH2:3][c:4]1[cH:5][cH:6][c:7]([O:8][CH2:9][C:10](=[O:11])[OH:12])[cH:13][cH:14]1.[OH2:32]>>[NH:1]([CH2:2][CH2:3][c:4]1[cH:5][cH:6][c:7]([O:8][CH2:9][C:10](=[O:11])[OH:12])[cH:13][cH:14]1)[S:27]([c:25]1[n:24][cH:23][n:22]([CH3:21])[cH:26]1)(=[O:28])=[O:29]. Starting materials: [OH-].[Na+] (NaOH), Cl (HCl), N[C@H](CCCCNC(=O)OCC1=CC=CC=C1)C(=O)N1[C@@H](C(=O)OCC2=CC=CC=C2)CCC1 (H-D-Lys(Z)-D-Pro-OBzl), C(C)(=O)OC(C)=O (acetic anhydride). Run in O (water). The product is N([C@H](CCCCNC(=O)OCC1=CC=CC=C1)C(=O)N1[C@@H](C(=O)OCC2=CC=CC=C2)CCC1)C(=O)C (Ac-D-Lys(Z)-D-Pro-OBzl). Reaction SMILES: Cl.[NH2:2][C@@H:3]([C:19]([N:21]1[CH2:35][CH2:34][CH2:33][C@@H:22]1[C:23]([O:25][CH2:26][C:27]1[CH:32]=[CH:31][CH:30]=[CH:29][CH:28]=1)=[O:24])=[O:20])[CH2:4][CH2:5][CH2:6][CH2:7][NH:8][C:9]([O:11][CH2:12][C:13]1[CH:18]=[CH:17][CH:16]=[CH:15][CH:14]=1)=[O:10].[C:36](OC(=O)C)(=[O:38])[CH3:37].[OH-].[Na+]>O>[NH:2]([C:36]([CH3:37])=[O:38])[C@@H:3]([C:19]([N:21]1[CH2:35][CH2:34][CH2:33][C@@H:22]1[C:23]([O:25][CH2:26][C:27]1[CH:32]=[CH:31][CH:30]=[CH:29][CH:28]=1)=[O:24])=[O:20])[CH2:4][CH2:5][CH2:6][CH2:7][NH:8][C:9]([O:11][CH2:12][C:13]1[CH:18]=[CH:17][CH:16]=[CH:15][CH:14]=1)=[O:10] |f:3.4|. Procedure details: The previously obtained chloromethylene solution of HCl, H-D-Lys(Z)-D-Pro-OBzl is cooled down to 5° C., added with 135 ml of water, followed by 32.3 ml of acetic anhydride (1.5 eq). At Qsp pH 10 is then added within 30 minutes to 1 hour an aqueous 5N NaOH (90 to 130 ml are required). The reactants are C(C1=CC=CC=C1)OCCN1C2=C(C=CC(=C2C=2C(CCCC12)C(=O)Cl)OC)Cl (9-(2-Benzyloxy-ethyl)-8-chloro-5-methoxy-2,3,4,9-tetrahydro-1H-carbazole-4-carbonyl chloride), C(C)NCC (diethylamine). Solvent: ClCCl (dichloromethane). Conditions: temperature 0 celsius. The product is C(C)N(C(=O)C1CCCC=2N(C3=C(C=CC(=C3C12)OC)Cl)CCOCC1=CC=CC=C1)CC (9-(2-Benzyloxy-ethyl)-8-chloro-5-methoxy-2,3,4,9-tetrahydro-1H-carbazole-4-carboxylic acid diethylamide). Yield: 69.2%. Reaction SMILES: [CH2:1]([O:8][CH2:9][CH2:10][N:11]1[C:23]2[CH2:22][CH2:21][CH2:20][CH:19]([C:24](Cl)=[O:25])[C:18]=2[C:17]2[C:12]1=[C:13]([Cl:29])[CH:14]=[CH:15][C:16]=2[O:27][CH3:28])[C:2]1[CH:7]=[CH:6][CH:5]=[CH:4][CH:3]=1.[CH2:30]([NH:32][CH2:33][CH3:34])[CH3:31]>ClCCl>[CH2:30]([N:32]([CH2:33][CH3:34])[C:24]([CH:19]1[C:18]2[C:17]3[C:12](=[C:13]([Cl:29])[CH:14]=[CH:15][C:16]=3[O:27][CH3:28])[N:11]([CH2:10][CH2:9][O:8][CH2:1][C:2]3[CH:3]=[CH:4][CH:5]=[CH:6][CH:7]=3)[C:23]=2[CH2:22][CH2:21][CH2:20]1)=[O:25])[CH3:31]. Procedure: 9-(2-Benzyloxy-ethyl)-8-chloro-5-methoxy-2,3,4,9-tetrahydro-1H-carbazole-4-carbonyl chloride (8) (1.6 g, 3.7 mmol) was then dissolved in dichloromethane (50 mL), cooled to 0° C., stirred and diethylamine (810 mg, 11.0 mmol, 1.1 mL) was added dropwise. The reaction was allowed to warm to room temperature over a period of 18 h. The reaction mixture was then washed with 10% aqueous potassium carbonate (50 mL), separated, dried over magnesium sulfate and concentrated in vacuo to a gum. The crude mat... Reactants: COCCC1CNCCN1, ClCCl, COS(=O)(=O)C(F)(F)F, Cc1cc2c(s1)Nc1cc(F)ccc1NC2=S. Product: COCCC1CN(C2=Nc3ccc(F)cc3Nc3sc(C)cc32)CCN1. RXN SMILES: [CH3:27][O:28][CH2:29][CH2:30][CH:31]1[NH:32][CH2:33][CH2:34][NH:35][CH2:36]1.[Cl:37][CH2:38][Cl:39].[F:18][C:19]([F:20])([F:21])[S:22]([O:23][CH3:24])(=[O:25])=[O:26].[F:1][c:2]1[cH:3][cH:4][c:5]2[c:6]([cH:17]1)[NH:7][c:8]1[s:9][c:10]([CH3:16])[cH:11][c:12]1[C:13](=[S:15])[NH:14]2>>[F:1][c:2]1[cH:3][cH:4][c:5]2[c:6]([cH:17]1)[NH:7][c:8]1[s:9][c:10]([CH3:16])[cH:11][c:12]1[C:13]([N:35]1[CH2:34][CH2:33][NH:32][CH:31]([CH2:30][CH2:29][O:28][CH3:27])[CH2:36]1)=[N:14]2. Starting materials: C1CCC2=NCCCN2CC1, Cc1ccccc1, CCOC(C)=O, Cc1ccc(C(C)O)s1, [N-]=[N+]=NP(=O)(c1ccccc1)c1ccccc1. The product is Cc1ccc(C(C)N=[N+]=[N-])s1. Reaction SMILES: [CH2:1]1[CH2:2][CH2:3][C:4]2=[N:9][CH2:8][CH2:7][CH2:6][N:5]2[CH2:10][CH2:11]1.[CH3:38][c:39]1[cH:40][cH:41][cH:42][cH:43][cH:44]1.[CH3:45][CH2:46][O:47][C:48]([CH3:49])=[O:50].[OH:12][CH:13]([CH3:14])[c:15]1[s:16][c:17]([CH3:20])[cH:18][cH:19]1.[c:21]1([P:22]([c:23]2[cH:24][cH:25][cH:26][cH:27][cH:28]2)(=[O:29])[N:35]=[N+:36]=[N-:37])[cH:30][cH:31][cH:32][cH:33][cH:34]1>>[CH:13]([CH3:14])([c:15]1[s:16][c:17]([CH3:20])[cH:18][cH:19]1)[N:35]=[N+:36]=[N-:37]. The reactants are CCO, COc1c(C)cc(C)c2c1C(CC=O)C1=C2CCCC1, ClC(Cl)Cl, ClC(Cl)Cl, Cl, NO. Product: COc1c(C)cc(C)c2c1C(C=NO)C1=C2CCCC1. As a reaction SMILES: [CH2:28]([OH:29])[CH3:30].[CH3:4][c:5]1[c:6]2[c:14]([c:15]([O:19][CH3:20])[c:16]([CH3:18])[cH:17]1)[CH:13]([CH2:21][CH:22]=[O:23])[C:12]1=[C:7]2[CH2:8][CH2:9][CH2:10][CH2:11]1.[CH:24]([Cl:25])([Cl:26])[Cl:27].[CH:31]([Cl:32])([Cl:33])[Cl:34].[ClH:1].[NH2:2][OH:3]>>[N:2]([OH:3])=[CH:21][CH:13]1[C:12]2=[C:7]([c:6]3[c:5]([CH3:4])[cH:17][c:16]([CH3:18])[c:15]([O:19][CH3:20])[c:14]31)[CH2:8][CH2:9][CH2:10][CH2:11]2. The reactants are IC (Iodomethane), OC(CCC=1C=NC=CC1)(P(O)(O)=O)P(O)(O)=O ([1-Hydroxy-3-(3-pyridinyl)propylidene]bis[phosphonic acid]). The solvent is C(C)O (ethanol), [OH-].[Na+] (NaOH), O (water). Reaction conditions: temperature 80 celsius. Yields the product [OH-].OC(CCC=1C=[N+](C=CC1)C)(P(=O)(O)O)P(=O)(O)O (3-(3-hydroxy-3,3-diphosphonopropyl)-1-methyl pyridinium hydroxide). Yield: 90.1%. Reaction SMILES: [OH:1][C:2]([P:15](=[O:18])([OH:17])[OH:16])([P:11](=[O:14])([OH:13])[OH:12])[CH2:3][CH2:4][C:5]1[CH:6]=[N:7][CH:8]=[CH:9][CH:10]=1.I[CH3:20]>[OH-].[Na+].O.C(O)C>[OH-:1].[OH:1][C:2]([P:15]([OH:16])([OH:17])=[O:18])([P:11]([OH:12])([OH:13])=[O:14])[CH2:3][CH2:4][C:5]1[CH:6]=[N+:7]([CH3:20])[CH:8]=[CH:9][CH:10]=1 |f:2.3,6.7|. Procedure: [1-Hydroxy-3-(3-pyridinyl)propylidene]bis[phosphonic acid](3.37 mmol 1.0 g) is dissolved in 8.4 ml of 1N NaOH solution with 29 ml of distilled water. Iodomethane (16.83 mmol, 1.05 ml) is added in 19 ml of ethanol. This reaction mixture is heated at 80° C. overnight. The solvent is evaporated in vacuo and the residue is triturated with acetone then recrystallized from ethanol and water to yield 0.5 g of 3-(3-hydroxy-3,3-diphosphonopropyl)-1-methyl pyridinium hydroxide, inner salt. Starting materials: CNC(=O)C=1N=C(N2C1C(NCC2)CCC2=CC=C(C=C2)C(F)(F)F)CC (3-ethyl-8-[2-(4-trifluoromethyl-phenyl)-ethyl]-5,6,7,8-tetrahydro-imidazo[1,5-a]pyrazine-1-carboxylic acid methylamide), CNC(=O)[C@H](C1=CC=CC=C1)OS(=O)(=O)C1=CC=C(C=C1)C (toluene-4-sulfonic acid (S)-methylcarbamoyl-phenyl-methyl ester). The product is CNC(=O)C=1N=C(N2C1C(N(CC2)C(C2=CC=CC=C2)C(NC)=O)CCC2=CC=C(C=C2)C(F)(F)F)CC (3-ethyl-7-(methylcarbamoyl-phenyl-methyl)-8-[2-(4-trifluoromethyl-phenyl)-ethyl]-5,6,7,8-tetrahydro-imidazo[1,5-a]pyrazine-1-carboxylic acid methylamide). Reaction SMILES: [CH3:1][NH:2][C:3]([C:5]1[N:6]=[C:7]([CH2:26][CH3:27])[N:8]2[CH2:13][CH2:12][NH:11][CH:10]([CH2:14][CH2:15][C:16]3[CH:21]=[CH:20][C:19]([C:22]([F:25])([F:24])[F:23])=[CH:18][CH:17]=3)[C:9]=12)=[O:4].[CH3:28][NH:29][C:30]([C@@H:32](OS(C1C=CC(C)=CC=1)(=O)=O)[C:33]1[CH:38]=[CH:37][CH:36]=[CH:35][CH:34]=1)=[O:31]>>[CH3:1][NH:2][C:3]([C:5]1[N:6]=[C:7]([CH2:26][CH3:27])[N:8]2[CH2:13][CH2:12][N:11]([CH:32]([C:30](=[O:31])[NH:29][CH3:28])[C:33]3[CH:38]=[CH:37][CH:36]=[CH:35][CH:34]=3)[CH:10]([CH2:14][CH2:15][C:16]3[CH:21]=[CH:20][C:19]([C:22]([F:25])([F:24])[F:23])=[CH:18][CH:17]=3)[C:9]=12)=[O:4]. Reported procedure: Prepared by reaction of 3-ethyl-8-[2-(4-trifluoromethyl-phenyl)-ethyl]-5,6,7,8-tetrahydro-imidazo[1,5-a]pyrazine-1-carboxylic acid methylamide (22 mg; 0.057 mmol) with toluene-4-sulfonic acid (S)-methylcarbamoyl-phenyl-methyl ester. Purification by preparative HPLC afforded the mixture of 2 diastereoisomers. LC-MS: tR=0.86 min., [M+H]+=528.45 g/mol. Run at time 8 hour. Reported procedure: In 50 ml of ethanol was suspended 3 g of 4'-hydroxy-6-(1-imidazolyl)hexaneanilide hydrochloride. While stirring 2.8 g of anhydrous potassium carbonate and 2.4 g of ethyl 5-bromo-2,2-dimethylpentanoate were added to the suspension. The mixture was stirred for 8 hours under reflux. The solvent was removed from the reaction mixture by distillation under reduced pressure and the residue was dissolved in ethylene chloride. The solution was successively washed with a 5% aqueous hydrogen sodium carbona... As a reaction SMILES: Cl.[OH:2][C:3]1[CH:21]=[CH:20][C:6]([NH:7][C:8](=[O:19])[CH2:9][CH2:10][CH2:11][CH2:12][CH2:13][N:14]2[CH:18]=[CH:17][N:16]=[CH:15]2)=[CH:5][CH:4]=1.C(=O)([O-])[O-].[K+].[K+].Br[CH2:29][CH2:30][CH2:31][C:32]([CH3:39])([CH3:38])[C:33]([O:35][CH2:36][CH3:37])=[O:34]>C(O)C>[N:14]1([CH2:13][CH2:12][CH2:11][CH2:10][CH2:9][C:8]([NH:7][C:6]2[CH:5]=[CH:4][C:3]([O:2][CH2:29][CH2:30][CH2:31][C:32]([CH3:38])([CH3:39])[C:33]([O:35][CH2:36][CH3:37])=[O:34])=[CH:21][CH:20]=2)=[O:19])[CH:18]=[CH:17][N:16]=[CH:15]1 |f:0.1,2.3.4|. The reactants are Cl.OC1=CC=C(NC(CCCCCN2C=NC=C2)=O)C=C1 (4'-hydroxy-6-(1-imidazolyl)hexaneanilide hydrochloride), C([O-])([O-])=O.[K+].[K+] (potassium carbonate), BrCCCC(C(=O)OCC)(C)C (ethyl 5-bromo-2,2-dimethylpentanoate). Product: aimed product, N1(C=NC=C1)CCCCCC(=O)NC1=CC=C(OCCCC(C(=O)OCC)(C)C)C=C1 (ethyl 5-[p-[6-(1-imidazolyl)hexanamido]phenoxy]-2,2-dimethylpentanoate). Run in C(C)O (ethanol).